Task: describe an organic reaction: reactants, conditions, products, and yield. Dataset: the Open Reaction Database (ORD), a public repository of structured organic reaction records Starting materials: [OH-].[Li+] (Lithium hydroxide), COC(CC1=C(N(C2=NC=CC=C21)S(=O)(=O)C2=CC(=C(C=C2)C#N)OCC)C)=O ([1-(4-cyano-3-ethoxy-benzenesulfonyl)-2-methyl-1H-pyrrolo[2,3-b]pyridin-3-yl]-acetic acid methyl ester). Run in C(Cl)Cl (DCM), C1CCOC1.O (THF water). Run at temperature 0 celsius, time 10 minute. Yields the product C(#N)C1=C(C=C(C=C1)S(=O)(=O)N1C(=C(C=2C1=NC=CC2)CC(=O)O)C)OCC ([1-(4-Cyano-3-ethoxy-benzenesulfonyl)-2-methyl-1H-pyrrolo[2,3-b]pyridin-3-yl]-acetic acid). RXN SMILES: [OH-].[Li+].C[O:4][C:5](=[O:31])[CH2:6][C:7]1[C:15]2[C:10](=[N:11][CH:12]=[CH:13][CH:14]=2)[N:9]([S:16]([C:19]2[CH:24]=[CH:23][C:22]([C:25]#[N:26])=[C:21]([O:27][CH2:28][CH3:29])[CH:20]=2)(=[O:18])=[O:17])[C:8]=1[CH3:30]>C1COCC1.O.C(Cl)Cl>[C:25]([C:22]1[CH:23]=[CH:24][C:19]([S:16]([N:9]2[C:10]3=[N:11][CH:12]=[CH:13][CH:14]=[C:15]3[C:7]([CH2:6][C:5]([OH:31])=[O:4])=[C:8]2[CH3:30])(=[O:18])=[O:17])=[CH:20][C:21]=1[O:27][CH2:28][CH3:29])#[N:26] |f:0.1,3.4|. Procedure details: 1M Lithium hydroxide (57 μl) is added dropwise to a cooled (0° C.) solution of [1-(4-cyano-3-ethoxy-benzenesulfonyl)-2-methyl-1H-pyrrolo[2,3-b]pyridin-3-yl]-acetic acid methyl ester (0.024 g, 0.057 mmol) in THF/water (4 ml of a 1:1 mixture). After stirring at 0° C. for 10 minutes, the reaction mixture is stirred at room temperature for 2.5 hours and then diluted with DCM (4 ml). The resulting mixture is passed through a phase separation cartridge and the aqueous portion is acidified to pH 4 with... The reactants are CC1(C)OCC(CNc2nnc(-c3ccncc3Nc3ccc(I)cc3F)o2)O1, ClCCl, O=C(O)C(F)(F)F. Product: OCC(O)CNc1nnc(-c2ccncc2Nc2ccc(I)cc2F)o1. RXN SMILES: [CH3:1][C:2]1([CH3:29])[O:3][CH2:4][CH:5]([CH2:7][NH:8][c:9]2[n:10][n:11][c:12](-[c:14]3[c:15]([NH:20][c:21]4[c:22]([F:28])[cH:23][c:24]([I:27])[cH:25][cH:26]4)[cH:16][n:17][cH:18][cH:19]3)[o:13]2)[O:6]1.[Cl:37][CH2:38][Cl:39].[F:30][C:31]([F:32])([F:33])[C:34]([OH:35])=[O:36]>>[OH:3][CH2:4][CH:5]([OH:6])[CH2:7][NH:8][c:9]1[n:10][n:11][c:12](-[c:14]2[c:15]([NH:20][c:21]3[c:22]([F:28])[cH:23][c:24]([I:27])[cH:25][cH:26]3)[cH:16][n:17][cH:18][cH:19]2)[o:13]1. RXN SMILES: [C:7]([CH3:8])(=[O:9])[O:10][CH2:11][C:12]1=[C:13]([C:22](=[O:23])[OH:24])[N:14]2[C:15](=[O:21])[CH:16]([NH2:20])[CH:17]2[S:18][CH2:19]1.[CH3:32][CH2:33][O:34][C:35](=[O:36])[CH3:37].[Cl:25][CH2:26][O:27][C:28]([CH2:29][CH3:30])=[O:31].[Na:6].[O:1]=[CH:2][N:3]([CH3:4])[CH3:5]>>[C:7]([CH3:8])(=[O:9])[O:10][CH2:11][C:12]1=[C:13]([C:22]([O:23][CH2:26][O:27][C:28]([CH2:29][CH3:30])=[O:31])=[O:24])[N:14]2[C:15](=[O:21])[CH:16]([NH2:20])[CH:17]2[S:18][CH2:19]1. Product: CCC(=O)OCOC(=O)C1=C(COC(C)=O)CSC2C(N)C(=O)N12. The reactants are CC(=O)OCC1=C(C(=O)O)N2C(=O)C(N)C2SC1, CCOC(C)=O, CCC(=O)OCCl, [Na], CN(C)C=O. The reactants are CN1CCCC1=O, COc1cc2c(Nc3ccc(Sc4nccn4C)c(Cl)c3)c(C#N)cnc2cc1F, C1CCN(C2CCNCC2)CC1. Yields the product COc1cc2c(Nc3ccc(Sc4nccn4C)c(Cl)c3)c(C#N)cnc2cc1N1CCC(N2CCCCC2)CC1. As a reaction SMILES: [CH3:43][N:44]1[CH2:45][CH2:46][CH2:47][C:48]1=[O:49].[Cl:1][c:2]1[cH:3][c:4]([NH:15][c:16]2[c:17]([C:29]#[N:30])[cH:18][n:19][c:20]3[cH:21][c:22]([F:28])[c:23]([O:26][CH3:27])[cH:24][c:25]23)[cH:5][cH:6][c:7]1[S:8][c:9]1[n:10]([CH3:14])[cH:11][cH:12][n:13]1.[N:31]1([CH:37]2[CH2:38][CH2:39][NH:40][CH2:41][CH2:42]2)[CH2:32][CH2:33][CH2:34][CH2:35][CH2:36]1>>[Cl:1][c:2]1[cH:3][c:4]([NH:15][c:16]2[c:17]([C:29]#[N:30])[cH:18][n:19][c:20]3[cH:21][c:22]([N:40]4[CH2:39][CH2:38][CH:37]([N:31]5[CH2:32][CH2:33][CH2:34][CH2:35][CH2:36]5)[CH2:42][CH2:41]4)[c:23]([O:26][CH3:27])[cH:24][c:25]23)[cH:5][cH:6][c:7]1[S:8][c:9]1[n:10]([CH3:14])[cH:11][cH:12][n:13]1. The reactants are CCn1c(=O)c(-c2cc(NC(=O)Nc3ccccc3)c(F)cc2C)cc2cnc(NCCOC)cc21, CS(=O)(=O)O, CC#N. The product is CCn1c(=O)c(-c2cc(NC(=O)Nc3ccccc3)c(F)cc2C)cc2cnc(NCCOC)cc21, CS(=O)(=O)O. RXN SMILES: [CH2:1]([CH3:2])[n:3]1[c:4](=[O:36])[c:5](-[c:18]2[c:19]([CH3:35])[cH:20][c:21]([F:34])[c:22]([NH:24][C:25](=[O:26])[NH:27][c:28]3[cH:29][cH:30][cH:31][cH:32][cH:33]3)[cH:23]2)[cH:6][c:7]2[cH:8][n:9][c:10]([NH:13][CH2:14][CH2:15][O:16][CH3:17])[cH:11][c:12]12.[CH3:37][S:38]([OH:39])(=[O:40])=[O:41].[CH3:42][C:43]#[N:44]>>[CH2:1]([CH3:2])[n:3]1[c:4](=[O:36])[c:5](-[c:18]2[c:19]([CH3:35])[cH:20][c:21]([F:34])[c:22]([NH:24][C:25](=[O:26])[NH:27][c:28]3[cH:29][cH:30][cH:31][cH:32][cH:33]3)[cH:23]2)[cH:6][c:7]2[cH:8][n:9][c:10]([NH:13][CH2:14][CH2:15][O:16][CH3:17])[cH:11][c:12]12.[CH3:37][S:38](=[O:39])(=[O:40])[OH:41]. Reactants: O=Cc1cc(OCc2ccccc2)ccc1Br, CCO, ClCCl, C[N+](=O)[O-], [Na+], [OH-]. Product: O=[N+]([O-])CC(O)c1cc(OCc2ccccc2)ccc1Br. Reaction SMILES: [CH2:7]([c:8]1[cH:9][cH:10][cH:11][cH:12][cH:13]1)[O:14][c:15]1[cH:16][cH:17][c:18]([Br:23])[c:19]([CH:20]=[O:21])[cH:22]1.[CH3:24][CH2:25][OH:26].[Cl:27][CH2:28][Cl:29].[N+:1](=[O:2])([O-:3])[CH3:4].[Na+:6].[OH-:5]>>[N+:1](=[O:2])([O-:3])[CH2:4][CH:20]([c:19]1[c:18]([Br:23])[cH:17][cH:16][c:15]([O:14][CH2:7][c:8]2[cH:9][cH:10][cH:11][cH:12][cH:13]2)[cH:22]1)[OH:21]. Starting materials: C(C1=CC=CC=C1)OC(=O)N[C@@H]1C(N(CC1)[C@@H]1[C@@H](C[C@@H](CC1)NC(C)(C)C)NC(OCC[Si](C)(C)C)=O)=O (2-(trimethylsilyl)ethyl (1R,2S,5R)-2-((S)-3-benzyloxycarbonylamino-2-oxopyrrolidin-1-yl)-5-(tert-butylamino)cyclohexylcarbamate), 5S, [H][H] (hydrogen). Reagents/catalysts: [Pd] (Pd/C). The solvent is CO (MeOH). Reaction conditions: time 1 hour. Yields the product N[C@@H]1C(N(CC1)[C@@H]1[C@@H](C[C@@H](CC1)NC(C)(C)C)NC(OCC[Si](C)(C)C)=O)=O (2-(trimethylsilyl)ethyl (1R,2S,5R)-2-((S)-3-amino-2-oxopyrrolidin-1-yl)-5-(tert-butylamino)cyclohexylcarbamate), 5S. Yield: 99.0%. Reaction SMILES: C(OC([NH:11][C@H:12]1[CH2:16][CH2:15][N:14]([C@H:17]2[CH2:22][CH2:21][C@@H:20]([NH:23][C:24]([CH3:27])([CH3:26])[CH3:25])[CH2:19][C@H:18]2[NH:28][C:29](=[O:37])[O:30][CH2:31][CH2:32][Si:33]([CH3:36])([CH3:35])[CH3:34])[C:13]1=[O:38])=O)C1C=CC=CC=1.[H][H]>CO.[Pd]>[NH2:11][C@H:12]1[CH2:16][CH2:15][N:14]([C@H:17]2[CH2:22][CH2:21][C@@H:20]([NH:23][C:24]([CH3:26])([CH3:27])[CH3:25])[CH2:19][C@H:18]2[NH:28][C:29](=[O:37])[O:30][CH2:31][CH2:32][Si:33]([CH3:34])([CH3:36])[CH3:35])[C:13]1=[O:38]. Procedure details: A sample of 2-(trimethylsilyl)ethyl (1R,2S,5R)-2-((S)-3-benzyloxycarbonylamino-2-oxopyrrolidin-1-yl)-5-(tert-butylamino)cyclohexylcarbamate and its 5S diastereomer (68 mg, 0.141 mmol; see Example 11, Step 4) was dissolved in MeOH (3 mL) prior to the addition of 10% Pd/C (100 mg, 0.940 mmol) and a hydrogen balloon. After 1 h, the solution was filtered and concentrated in vacuo. The reaction was then set-up again with fresh reagents. After 1 h, the solution was filtered and concentrated to give 2-...